describe an organic reaction: reactants, conditions, products, and yield From a dataset of the Open Reaction Database (ORD), a public repository of structured organic reaction records. The reactants are C(C)(=O)C=1C=CC(=C(C(=O)OC)C1)O (Methyl 5-acetyl-2-hydroxybenzoate), CN(C)C=O (DMF), C([O-])([O-])=O.[K+].[K+] (potassium carbonate), CI (methyl iodide). The solvent is O (Water), O (water), O (water). Run at time 30 minute. The product is C(C)(=O)C=1C=CC(=C(C(=O)OC)C1)OC (Methyl 5-acetyl-2-methoxybenzoate). Reaction SMILES: [C:1]([C:4]1[CH:5]=[CH:6][C:7]([OH:14])=[C:8]([CH:13]=1)[C:9]([O:11][CH3:12])=[O:10])(=[O:3])[CH3:2].[CH3:15]N(C=O)C.C(=O)([O-])[O-].[K+].[K+].CI>O>[C:1]([C:4]1[CH:5]=[CH:6][C:7]([O:14][CH3:15])=[C:8]([CH:13]=1)[C:9]([O:11][CH3:12])=[O:10])(=[O:3])[CH3:2] |f:2.3.4|. Procedure details: Methyl 5-acetyl-2-hydroxybenzoate (95.3 g, 490.6 mmol) was added to DMF (381 mL) and potassium carbonate (82.2 g, 588.8 mmol) at RT under an atmosphere of nitrogen. To the resulting suspension was added methyl iodide (90.5 g, 637.8 mmol) whilst maintaining good agitation. After stirring at RT for 30 minutes, the crude reaction mixture was analysed by GC demonstrating complete reaction. Water (380 mL) was added followed by further water (380 mL) and the resulting white solid filtered off to affor... The reactants are ClC1=NC(=NS1)SC (5-chloro-3-methylthio-1,2,4-thiadiazole), C(C1=CC=CC=C1)O (benzyl alcohol), [H-].[Na+] (sodium hydride), [Cl-].[NH4+] (ammonium chloride). The solvent is CN(C=O)C (N,N-dimethylformamide). Conditions: time 0.5 hour. The product is C(C1=CC=CC=C1)OC1=NC(=NS1)SC (5-benzyloxy-3-methylthio-1,2,4-thiadiazole). Yield: 70.1%. Reaction SMILES: Cl[C:2]1[S:6][N:5]=[C:4]([S:7][CH3:8])[N:3]=1.[CH2:9]([OH:16])[C:10]1[CH:15]=[CH:14][CH:13]=[CH:12][CH:11]=1.[H-].[Na+].[Cl-].[NH4+]>CN(C)C=O>[CH2:9]([O:16][C:2]1[S:6][N:5]=[C:4]([S:7][CH3:8])[N:3]=1)[C:10]1[CH:15]=[CH:14][CH:13]=[CH:12][CH:11]=1 |f:2.3,4.5|. Procedure: Into 11 ml of N,N-dimethylformamide were dissolved 190 mg of 5-chloro-3-methylthio-1,2,4-thiadiazole and 123 mg of benzyl alcohol, 59 mg of sodium hydride (60% in oil) was added thereto under ice-cooling, and the reaction mixture was stirred for 0.5 hour under ice-cooling and for 4.5 hours at room temperature. The reaction mixture was added to saturated ammonium chloride aqueous solution, and extracted with t-butyl methyl ether. The organic layer was concentrated, and the residue obtained was su... Reactants: COc1ccc(N2CCOCC2)c2sc(NC(=O)c3ccnc(Br)c3)nc12, C[S-], [Na+], C1COCCO1, CN(C)C=O. The product is COc1ccc(N2CCOCC2)c2sc(NC(=O)c3ccnc(SC)c3)nc12. RXN SMILES: [Br:1][c:2]1[cH:3][c:4]([C:5](=[O:6])[NH:7][c:8]2[s:9][c:10]3[c:11]([n:12]2)[c:13]([O:23][CH3:24])[cH:14][cH:15][c:16]3[N:17]2[CH2:18][CH2:19][O:20][CH2:21][CH2:22]2)[cH:25][cH:26][n:27]1.[CH3:28][S-:29].[Na+:30].[O:31]1[CH2:32][CH2:33][O:34][CH2:35][CH2:36]1.[O:37]=[CH:38][N:39]([CH3:40])[CH3:41]>>[c:2]1([S:29][CH3:28])[cH:3][c:4]([C:5](=[O:6])[NH:7][c:8]2[s:9][c:10]3[c:11]([n:12]2)[c:13]([O:23][CH3:24])[cH:14][cH:15][c:16]3[N:17]2[CH2:18][CH2:19][O:20][CH2:21][CH2:22]2)[cH:25][cH:26][n:27]1. Reactants: O=C1N(C(C2=CC=CC=C12)=O)C1=CC=C(C=C1)CC(=O)O ([4-(1,3-dioxo-1,3-dihydro-isoindol-2-yl)-phenyl]-acetic acid), S(=O)(Cl)Cl (thionyl chloride). Solvent: ClCCl (dichloromethane). Product: O=C1N(C(C2=CC=CC=C12)=O)C1=CC=C(C=C1)CC(=O)Cl ([4-(1,3-Dioxo-1,3-dihydro-isoindol-2-yl)-phenyl]-acetylchloride). Isolated yield 99.2%. RXN SMILES: [O:1]=[C:2]1[C:10]2[C:5](=[CH:6][CH:7]=[CH:8][CH:9]=2)[C:4](=[O:11])[N:3]1[C:12]1[CH:17]=[CH:16][C:15]([CH2:18][C:19]([OH:21])=O)=[CH:14][CH:13]=1.S(Cl)([Cl:24])=O>ClCCl>[O:1]=[C:2]1[C:10]2[C:5](=[CH:6][CH:7]=[CH:8][CH:9]=2)[C:4](=[O:11])[N:3]1[C:12]1[CH:17]=[CH:16][C:15]([CH2:18][C:19]([Cl:24])=[O:21])=[CH:14][CH:13]=1. Procedure: A slurry of [4-(1,3-dioxo-1,3-dihydro-isoindol-2-yl)-phenyl]-acetic acid (19, Chart B) (24.0 g, 85.4 mmol) in dichloromethane (300 ml) was treated with thionyl chloride (12.4 ml, 170 mmol). After heating at reflux temperature for 3.5 hours, the solvent and excess reagent were removed by evaporation to yield sufficiently pure product (25.4 g, 99%). Reactants: ClC=1C(NN=C(C1Cl)Cl)=O (4,5,6-trichloro-3(2H)pyridazinone), COC1=CC=C(C2=CC=CC=C12)CN (4-methoxy-1-naphthylmethylamine). The solvent is C(C)O (ethanol). Conditions: time 4 hour. The product is ClC=1C(NN=C(C1NCC1=CC=C(C2=CC=CC=C12)OC)Cl)=O (4,6-Dichloro-5-(4-methoxy-1-naphthylmethylamino)-3(2H)pyridazinone). As a reaction SMILES: [Cl:1][C:2]1[C:3](=[O:10])[NH:4][N:5]=[C:6]([Cl:9])[C:7]=1Cl.[CH3:11][O:12][C:13]1[C:22]2[C:17](=[CH:18][CH:19]=[CH:20][CH:21]=2)[C:16]([CH2:23][NH2:24])=[CH:15][CH:14]=1>C(O)C>[Cl:1][C:2]1[C:3](=[O:10])[NH:4][N:5]=[C:6]([Cl:9])[C:7]=1[NH:24][CH2:23][C:16]1[C:17]2[C:22](=[CH:21][CH:20]=[CH:19][CH:18]=2)[C:13]([O:12][CH3:11])=[CH:14][CH:15]=1. Reported procedure: A mixture comprising 800 mg of 4,5,6-trichloro-3(2H)pyridazinone, 2.68 g of 4-methoxy-1-naphthylmethylamine and 10 ml of ethanol, was refluxed under stirring for 4 hours. After cooling, precipitated crystals were collected by filtration. Then, the product was dissolved in hot ethyl acetate and treated by silica gel. The filtrate was concentrated, and precipitated crystals were collected by filtration to obtain 330 mg of the above identified compound as colorless crystals having a melting point o...